describe an organic reaction: reactants, conditions, products, and yield From a dataset of the Open Reaction Database (ORD), a public repository of structured organic reaction records. Conditions: time 2 hour. Reactants: CN1N=C(C(=C1OC1=CC=CC=C1)C=NOCC1=CC=C(C(=O)O)C=C1)C (4-[(1,3-dimethyl-5-phenoxypyrazol-4-yl)methyleneaminooxymethyl]benzoic acid), [OH-].[Na+] (sodium hydroxide). RXN SMILES: [CH3:1][N:2]1[C:6]([O:7][C:8]2[CH:13]=[CH:12][CH:11]=[CH:10][CH:9]=2)=[C:5]([CH:14]=[N:15][O:16][CH2:17][C:18]2[CH:26]=[CH:25][C:21]([C:22]([OH:24])=[O:23])=[CH:20][CH:19]=2)[C:4]([CH3:27])=[N:3]1.[OH-].[Na+:29]>O>[CH3:1][N:2]1[C:6]([O:7][C:8]2[CH:9]=[CH:10][CH:11]=[CH:12][CH:13]=2)=[C:5]([CH:14]=[N:15][O:16][CH2:17][C:18]2[CH:19]=[CH:20][C:21]([C:22]([O-:24])=[O:23])=[CH:25][CH:26]=2)[C:4]([CH3:27])=[N:3]1.[Na+:29] |f:1.2,4.5|. Run in O (water), O (water). Procedure: 1.0 Gram (0.0027 mole) of 4-[(1,3-dimethyl-5-phenoxypyrazol-4-yl)methyleneaminooxymethyl]benzoic acid and 0.07 g (0.0028 mole) of sodium hydroxide were added to 10 ml of water, and the resulting mixture was stirred for 2 hours. After completion of the reaction, water was removed by evaporation under reduced pressure to obtain the desired compound in a quantitative yield. Product: CN1N=C(C(=C1OC1=CC=CC=C1)C=NOCC1=CC=C(C(=O)[O-])C=C1)C.[Na+] (Sodium 4-[(1,3-dimethyl-5-phenoxypyrazol-4-yl)methyleneaminooxymethyl]benzoate). Starting materials: CNC(=S)NCCNCC=1N=COC1CC1=CC=CC=C1 (N-methyl-N'-[2-((5-benzyl-4-oxazolyl)methylamino)ethyl]-thiourea), N#CN.[Pb] (lead cyanamide). The product is C(C1=CC=CC=C1)C1=C(N=CO1)CNCCNC(=NC)NC#N (N-[2-((5-benzyl-4oxazolyl)methylamino)ethyl]-N'-cyano-N"-methylguanidine). RXN SMILES: [CH3:1][NH:2][C:3]([NH:5][CH2:6][CH2:7][NH:8][CH2:9][C:10]1[N:11]=[CH:12][O:13][C:14]=1[CH2:15][C:16]1[CH:21]=[CH:20][CH:19]=[CH:18][CH:17]=1)=S.[N:22]#[C:23][NH2:24].[Pb]>>[CH2:15]([C:14]1[O:13][CH:12]=[N:11][C:10]=1[CH2:9][NH:8][CH2:7][CH2:6][NH:5][C:3]([NH:24][C:23]#[N:22])=[N:2][CH3:1])[C:16]1[CH:21]=[CH:20][CH:19]=[CH:18][CH:17]=1 |f:1.2,^3:24|. Procedure: Reacting ethylenediamine with 5-benzyl-4-chloromethyloxazole by the procedure of Example 34, then reacting the resulting N-(5-benzyl-4-oxazolylmethyl)ethylenediamine with methyl isothiocyanate by the procedure of Example 3(b) and chromatographing gives N-methyl-N'-[2-((5-benzyl-4-oxazolyl)methylamino)ethyl]-thiourea. Reacting this thiourea with lead cyanamide by the procedure of Example 3(b) gives N-[2-((5-benzyl-4oxazolyl)methylamino)ethyl]-N'-cyano-N"-methylguanidine. Reactants: C(=O)(C(F)(F)F)O (TFA), C(C)(C)(C)OC(N[C@@H](C)C1=NC=2C(=NC=CC2)N1C1=CC=C(C=C1)Cl)=O ({(S)-1-[3-(4-chlorophenyl)-3H-imidazo[4,5-b]pyridin-2-yl]ethyl}carbamic acid tert-butyl ester), crude mixture. The solvent is C(Cl)Cl (DCM). Reaction conditions: time 3 hour. Product: ClC1=CC=C(C=C1)N1C(=NC=2C1=NC=CC2)[C@H](C)N ((S)-1-[3-(4-chlorophenyl)-3H-imidazo[4,5-b]pyridin-2-yl]ethylamine). The yield is 96.4%. RXN SMILES: C(OC(=O)[NH:7][C@H:8]([C:10]1[N:18]([C:19]2[CH:24]=[CH:23][C:22]([Cl:25])=[CH:21][CH:20]=2)[C:13]2=[N:14][CH:15]=[CH:16][CH:17]=[C:12]2[N:11]=1)[CH3:9])(C)(C)C.C(O)(C(F)(F)F)=O>C(Cl)Cl>[Cl:25][C:22]1[CH:23]=[CH:24][C:19]([N:18]2[C:13]3=[N:14][CH:15]=[CH:16][CH:17]=[C:12]3[N:11]=[C:10]2[C@@H:8]([NH2:7])[CH3:9])=[CH:20][CH:21]=1. Procedure: To a mixture of {(S)-1-[3-(4-chlorophenyl)-3H-imidazo[4,5-b]pyridin-2-yl]ethyl}carbamic acid tert-butyl ester (99 mg, 0.27 mmol) in DCM (1 mL) was added TFA (1 mL) and the reaction mixture was stirred at RT for 3 h. The crude mixture was loaded onto an Isolute® SCX-2 cartridge and washed with MeOH followed by 2M NH3/MeOH. The basic fractions were combined and concentrated in vacuo to afford (S)-1-[3-(4-chlorophenyl)-3H-imidazo[4,5-b]pyridin-2-yl]ethylamine as an orange oil (71 mg). The reactants are ClC1=NC=CC(=C1)CO (2-chloro-4-hydroxymethylpyridine), CNC (dimethylamine), solution. Solvent: C(C)O (ethanol). Conditions: temperature 200 celsius. Product: OCC1=CC(=NC=C1)N(C)C (4-hydroxymethyl-2-(dimethylamino)pyridine). Yield: 94.0%. RXN SMILES: Cl[C:2]1[CH:7]=[C:6]([CH2:8][OH:9])[CH:5]=[CH:4][N:3]=1.[CH3:10][NH:11][CH3:12]>C(O)C>[OH:9][CH2:8][C:6]1[CH:5]=[CH:4][N:3]=[C:2]([N:11]([CH3:12])[CH3:10])[CH:7]=1. Reported procedure: A mixture of 2-chloro-4-hydroxymethylpyridine (1.0 g, 7 mmol), (prepared as described for the starting material in Example 58), and dimethylamine (30 ml of a 30% solution in ethanol) was heated in a Carius tube for 16 hours at 200° C. The mixture was allowed to cool and the mixture partitioned between saturated aqueous sodium bicarbonate solution and ethyl acetate. The organic layer was separated, dried (MgSO4) and the volatiles removed by evaporation. The residue was purified by column chromato...